Task: describe an organic reaction: reactants, conditions, products, and yield. Dataset: the Open Reaction Database (ORD), a public repository of structured organic reaction records The reactants are CC(C)(C)c1nc2cc(S(=O)(=O)Cl)ccc2n1CC1CCOCC1, CN(C)c1ccncc1, CC#N, O=Cc1cn[nH]c1. Product: CC(C)(C)c1nc2cc(S(=O)(=O)n3cc(C=O)cn3)ccc2n1CC1CCOCC1. RXN SMILES: [C:1]([CH3:2])([CH3:3])([CH3:4])[c:5]1[n:6][c:7]2[c:8]([n:9]1[CH2:10][CH:11]1[CH2:12][CH2:13][O:14][CH2:15][CH2:16]1)[cH:17][cH:18][c:19]([S:21](=[O:22])(=[O:23])[Cl:24])[cH:20]2.[CH3:32][N:33]([c:34]1[cH:35][cH:36][n:37][cH:38][cH:39]1)[CH3:40].[CH3:41][C:42]#[N:43].[nH:25]1[n:26][cH:27][c:28]([CH:30]=[O:31])[cH:29]1>>[C:1]([CH3:2])([CH3:3])([CH3:4])[c:5]1[n:6][c:7]2[c:8]([n:9]1[CH2:10][CH:11]1[CH2:12][CH2:13][O:14][CH2:15][CH2:16]1)[cH:17][cH:18][c:19]([S:21](=[O:22])(=[O:23])[n:25]1[n:26][cH:27][c:28]([CH:30]=[O:31])[cH:29]1)[cH:20]2. The reactants are O=C([O-])O, Cc1ccccc1, CCO, N#Cc1nn(-c2c(Cl)cc(C(F)(F)F)cc2Cl)c(N)c1I, [Na+], O, c1ccc(P(c2ccccc2)(c2ccccc2)[Pd](P(c2ccccc2)(c2ccccc2)c2ccccc2)(P(c2ccccc2)(c2ccccc2)c2ccccc2)P(c2ccccc2)(c2ccccc2)c2ccccc2)cc1, OB(O)c1ccsc1. Product: N#Cc1nn(-c2c(Cl)cc(C(F)(F)F)cc2Cl)c(N)c1-c1ccsc1. Reaction SMILES: [C:22](=[O:23])([O-:24])[OH:25].[CH3:36][c:37]1[cH:38][cH:39][cH:40][cH:41][cH:42]1.[CH3:43][CH2:44][OH:45].[NH2:1][c:2]1[c:3]([I:21])[c:4]([C:19]#[N:20])[n:5][n:6]1-[c:7]1[c:8]([Cl:18])[cH:9][c:10]([C:14]([F:15])([F:16])[F:17])[cH:11][c:12]1[Cl:13].[Na+:26].[OH2:35].[cH:46]1[cH:47][cH:48][c:49]([P:50]([Pd:51]([P:52]([c:53]2[cH:54][cH:55][cH:56][cH:57][cH:58]2)([c:59]2[cH:60][cH:61][cH:62][cH:63][cH:64]2)[c:65]2[cH:66][cH:67][cH:68][cH:69][cH:70]2)([P:71]([c:72]2[cH:73][cH:74][cH:75][cH:76][cH:77]2)([c:78]2[cH:79][cH:80][cH:81][cH:82][cH:83]2)[c:84]2[cH:85][cH:86][cH:87][cH:88][cH:89]2)[P:90]([c:91]2[cH:92][cH:93][cH:94][cH:95][cH:96]2)([c:97]2[cH:98][cH:99][cH:100][cH:101][cH:102]2)[c:103]2[cH:104][cH:105][cH:106][cH:107][cH:108]2)([c:109]2[cH:110][cH:111][cH:112][cH:113][cH:114]2)[c:115]2[cH:116][cH:117][cH:118][cH:119][cH:120]2)[cH:121][cH:122]1.[s:27]1[cH:28][c:29]([B:32]([OH:33])[OH:34])[cH:30][cH:31]1>>[NH2:1][c:2]1[c:3](-[c:29]2[cH:28][s:27][cH:31][cH:30]2)[c:4]([C:19]#[N:20])[n:5][n:6]1-[c:7]1[c:8]([Cl:18])[cH:9][c:10]([C:14]([F:15])([F:16])[F:17])[cH:11][c:12]1[Cl:13]. Reactants: O.[OH-].[Li+] (lithium hydroxide hydrate), O.[OH-].[Li+] (lithium hydroxide hydrate), C(C1=CC=CC=C1)OC1=C(C=C(C(=O)OCC2=CC=CC=C2)C=C1)O (benzyl 4-benzyloxy-3-hydroxybenzoate). Run in O1CCCC1 (tetrahydrofuran), O (water), O (water), O1CCCC1 (tetrahydrofuran). Conditions: time 8 hour. Product: C(C1=CC=CC=C1)OC1=C(C=C(C(=O)O)C=C1)O (4-benzyloxy-3-hydroxybenzoic acid). Isolated yield 74.2%. RXN SMILES: O.[OH-].[Li+].[CH2:4]([O:11][C:12]1[CH:27]=[CH:26][C:15]([C:16]([O:18]CC2C=CC=CC=2)=[O:17])=[CH:14][C:13]=1[OH:28])[C:5]1[CH:10]=[CH:9][CH:8]=[CH:7][CH:6]=1>O.O1CCCC1>[CH2:4]([O:11][C:12]1[CH:27]=[CH:26][C:15]([C:16]([OH:18])=[O:17])=[CH:14][C:13]=1[OH:28])[C:5]1[CH:6]=[CH:7][CH:8]=[CH:9][CH:10]=1 |f:0.1.2|. Procedure: A solution of lithium hydroxide hydrate (300 mg, 7.15 mmol) in water (15 cm3) was added dropwise to a stirred solution of benzyl 4-benzyloxy-3-hydroxybenzoate (1.177 g, 3.52 mmol) in tetrahydrofuran (35 cm3). The resulting emulsion was stirred overnight, by which time a clear, pale yellow solution had formed. More lithium hydroxide hydrate (300 mg, 7.15 mmol), water (25 cm3) and tetrahydrofuran (25 cm3) were added, and stirring was continued for 24 h. The tetrahydrofuran was removed under reduce... The reactants are N[C@H]1[C@@H](CC2=CC=CC=C12)NC(=O)C1=CC2=C(N1)C(=C(S2)Cl)Cl (N-[(1R,2R)-1-Amino-2,3-dihydro-1H-inden-2-yl]-2,3-dichloro-4H-thieno[3,2-b]pyrrole-5-carboxamide), N-alpha-t-Boc-L-aspartic acid alpha-t-butyl ester, O.ON1N=NC2=C1C=CC=C2 (1-hydroxybenzotriazole monohydrate), Cl.C(C)N=C=NCCCN(C)C (1-ethyl-3-(3-dimethylaminopropyl)carbodiimide hydrochloride), CN1CCOCC1 (4-methylmorpholine). Solvent: FC(C(=O)O)(F)F (trifluoroacetic acid), CN(C=O)C (N,N-dimethylformamide), ClCCl (dichloromethane). Run at time 16 hour. Product: N[C@@H](CC(=O)N[C@H]1[C@@H](CC2=CC=CC=C12)NC(=O)C1=CC2=C(N1)C(=C(S2)Cl)Cl)C(=O)O (N-{(1R,2R)-1-[((3S)-3-Amino-3-carboxypropanoyl)amino]-2,3-dihydro-1H-inden-2-yl}-2,3-dichloro-4H-thieno[3,2-b]pyrrole-5-carboxamide). Yield: 59.8%. Reaction SMILES: [NH2:1][C@@H:2]1[C:10]2[C:5](=[CH:6][CH:7]=[CH:8][CH:9]=2)[CH2:4][C@H:3]1[NH:11][C:12]([C:14]1[NH:18][C:17]2[C:19]([Cl:23])=[C:20](Cl)[S:21][C:16]=2[CH:15]=1)=[O:13].[OH2:24].[OH:25]N1C2C=CC=CC=2N=N1.[ClH:35].C(N=C=N[CH2:41][CH2:42][CH2:43][N:44](C)C)C.CN1C[CH2:52][O:51]CC1>CN(C)C=O.ClCCl.FC(F)(F)C(O)=O>[NH2:44][C@H:43]([C:52]([OH:51])=[O:25])[CH2:42][C:41]([NH:1][C@@H:2]1[C:10]2[C:5](=[CH:6][CH:7]=[CH:8][CH:9]=2)[CH2:4][C@H:3]1[NH:11][C:12]([C:14]1[NH:18][C:17]2[C:19]([Cl:23])=[C:20]([Cl:35])[S:21][C:16]=2[CH:15]=1)=[O:13])=[O:24] |f:1.2,3.4|. Procedure: N-[(1R,2R)-1-Amino-2,3-dihydro-1H-inden-2-yl]-2,3-dichloro-4H-thieno[3,2-b]pyrrole-5-carboxamide (Method 8, 350 mg, 0.73 mmol) was added to a solution of N-alpha-t-Boc-L-aspartic acid alpha-t-butyl ester (232 mg, 0.80 mmol), 1-hydroxybenzotriazole monohydrate (123 mg, 0.80 mmol), 1-ethyl-3-(3-dimethylaminopropyl)carbodiimide hydrochloride (154 mg, 0.80 mmol), 4-methylmorpholine (0.18 mL, 1.6 mmol) in N,N-dimethylformamide (20 mL). The mixture was stirred at ambient temperature for 16 hours. The ... Reactants: CC(C)NC(=O)CCl, CC(C)n1ncnc1-c1nc2c(s1)CCOc1cc(C3CNC3)ccc1-2. Product: CC(C)NC(=O)CN1CC(c2ccc3c(c2)OCCc2sc(-c4ncnn4C(C)C)nc2-3)C1. RXN SMILES: [CH:27]([CH3:28])([CH3:29])[NH:30][C:31]([CH2:32][Cl:33])=[O:34].[NH:1]1[CH2:2][CH:3]([c:5]2[cH:6][c:7]3[c:8]([cH:25][cH:26]2)-[c:9]2[n:10][c:11](-[c:17]4[n:18]([CH:22]([CH3:23])[CH3:24])[n:19][cH:20][n:21]4)[s:12][c:13]2[CH2:14][CH2:15][O:16]3)[CH2:4]1>>[N:1]1([CH2:32][C:31]([NH:30][CH:27]([CH3:28])[CH3:29])=[O:34])[CH2:2][CH:3]([c:5]2[cH:6][c:7]3[c:8]([cH:25][cH:26]2)-[c:9]2[n:10][c:11](-[c:17]4[n:18]([CH:22]([CH3:23])[CH3:24])[n:19][cH:20][n:21]4)[s:12][c:13]2[CH2:14][CH2:15][O:16]3)[CH2:4]1. Reactants: ClC1=CC(N(C(N1CC1=CC=C(C=C1)C1=C(C=CC=C1)C#N)=O)CCC)=O (6-chloro-1-(2'-cyanobiphenyl-4-yl)methyl-3-propylpyrimidine-2,4(1H,3H)-dione), C(CC)S (propylmercaptan), C([O-])([O-])=O.[K+].[K+] (potassium carbonate). The solvent is C(C)#N (acetonitrile). Conditions: time 3 hour. Yields the product C(#N)C1=C(C=CC=C1)C1=CC=C(C=C1)CN1C(N(C(C=C1SCCC)=O)CCC)=O (1-(2'-Cyanobiphenyl-4-yl)methyl-3-propyl-6-propylthiopyrimidine-2,4(1H,3H)-dione). The yield is 100.0%. As a reaction SMILES: Cl[C:2]1[N:7]([CH2:8][C:9]2[CH:14]=[CH:13][C:12]([C:15]3[CH:20]=[CH:19][CH:18]=[CH:17][C:16]=3[C:21]#[N:22])=[CH:11][CH:10]=2)[C:6](=[O:23])[N:5]([CH2:24][CH2:25][CH3:26])[C:4](=[O:27])[CH:3]=1.[CH2:28]([SH:31])[CH2:29][CH3:30].C(=O)([O-])[O-].[K+].[K+]>C(#N)C>[C:21]([C:16]1[CH:17]=[CH:18][CH:19]=[CH:20][C:15]=1[C:12]1[CH:13]=[CH:14][C:9]([CH2:8][N:7]2[C:2]([S:31][CH2:28][CH2:29][CH3:30])=[CH:3][C:4](=[O:27])[N:5]([CH2:24][CH2:25][CH3:26])[C:6]2=[O:23])=[CH:10][CH:11]=1)#[N:22] |f:2.3.4|. Procedure: A mixture of 6-chloro-1-(2'-cyanobiphenyl-4-yl)methyl-3-propylpyrimidine-2,4(1H,3H)-dione (0.7 g), propylmercaptan (0.2 ml) and potassium carbonate (0.51 g) in acetonitrile (12 ml) was stirred at room temperature for 3 hours. The reaction mixture was concentrated to dryness and then the residue was extracted with methylene chloride-water. The organic layer was washed with water, dried, and evaporated to dryness to give colorless syrups (0.77 g, 100%). The reactants are C([O-])([O-])=O.[K+].[K+] (potassium carbonate), aq. solution, FC(S(=O)(=O)OC1=CC=C2OC=3C(=CC(=CC3C3(C2=C1)N=C(OC3)N)C=3CCOCC3)F)(F)F (2-amino-2′-(3,6-dihydro-2H-pyran-4-yl)-4′-fluoro-5H-spiro[oxazole-4,9′-xanthene]-7′-yl trifluoromethanesulfonate), N1=CN=CC(=C1)B(O)O (pyrimidin-5-ylboronic acid). The reagents and catalysts are C=1C=CC(=CC1)[P](C=2C=CC=CC2)(C=3C=CC=CC3)[Pd]([P](C=4C=CC=CC4)(C=5C=CC=CC5)C=6C=CC=CC6)([P](C=7C=CC=CC7)(C=8C=CC=CC8)C=9C=CC=CC9)[P](C=1C=CC=CC1)(C=1C=CC=CC1)C=1C=CC=CC1 (Pd(PPh3)4). Run in CN(C)C=O (DMF). Conditions: temperature 75 celsius. Product: O1CCC(=CC1)C1=CC=2[C@@]3(C4=CC(=CC=C4OC2C(=C1)F)C=1C=NC=NC1)N=C(OC3)N ((R)-2′-(3,6-dihydro-2H-pyran-4-yl)-4′-fluoro-7′-(pyrimidin-5-yl)-5H-spiro[oxazole-4,9′-xanthen]-2-amine). Reaction SMILES: FC(F)(F)S(O[C:7]1[CH:20]=[C:19]2[C:10]([O:11][C:12]3[C:13]([F:32])=[CH:14][C:15]([C:26]4[CH2:27][CH2:28][O:29][CH2:30][CH:31]=4)=[CH:16][C:17]=3[C:18]32[CH2:24][O:23][C:22]([NH2:25])=[N:21]3)=[CH:9][CH:8]=1)(=O)=O.[N:35]1[CH:40]=[C:39](B(O)O)[CH:38]=[N:37][CH:36]=1.C(=O)([O-])[O-].[K+].[K+]>C1C=CC([P]([Pd]([P](C2C=CC=CC=2)(C2C=CC=CC=2)C2C=CC=CC=2)([P](C2C=CC=CC=2)(C2C=CC=CC=2)C2C=CC=CC=2)[P](C2C=CC=CC=2)(C2C=CC=CC=2)C2C=CC=CC=2)(C2C=CC=CC=2)C2C=CC=CC=2)=CC=1.CN(C=O)C>[O:29]1[CH2:30][CH:31]=[C:26]([C:15]2[CH:14]=[C:13]([F:32])[C:12]3[O:11][C:10]4[C:19](=[CH:20][C:7]([C:39]5[CH:40]=[N:35][CH:36]=[N:37][CH:38]=5)=[CH:8][CH:9]=4)[C@:18]4([CH2:24][O:23][C:22]([NH2:25])=[N:21]4)[C:17]=3[CH:16]=2)[CH2:27][CH2:28]1 |f:2.3.4,^1:53,55,74,93|. Procedure details: A vial was charged with 2-amino-2′-(3,6-dihydro-2H-pyran-4-yl)-4′-fluoro-5H-spiro[oxazole-4,9′-xanthene]-7′-yl trifluoromethanesulfonate (150 mg, 0.300 mmol), pyrimidin-5-ylboronic acid (111 mg, 0.899 mmol), and Pd(PPh3)4 (34.6 mg, 0.030 mmol). The vial was purged with Ar (g), then DMF (2 mL) and potassium carbonate (0.749 mL, 1.499 mmol) (as a 2.0 M aq. solution) were added in sequence. The vial was capped and heated in a Biotage Initiator microwave reactor for 1.5 h at 75° C. The product was p... The reactants are ClC1=CC=C(C=C1)OC[C@@H](CCl)C (1-chloro-4-{[(2S)-3-chloro-2-methylpropyl]oxy}benzene), CC(C(=O)NC1=CC(=CC=C1)C1CCNCC1)C (2-methyl-N-[3-(4-piperidinyl)phenyl]propanamide). Product: ClC1=CC=C(OC[C@@H](CN2CCC(CC2)C=2C=C(C=CC2)NC(C(C)C)=O)C)C=C1 (N-(3-{1-[(2R)-3-(4-CHLOROPHENOXY)-2-METHYLPROPYL]-4-PIPERIDINYL}PHENYL)-2-METHYLPROPANAMIDE). Reaction SMILES: [Cl:1][C:2]1[CH:7]=[CH:6][C:5]([O:8][CH2:9][C@H:10]([CH3:13])[CH2:11]Cl)=[CH:4][CH:3]=1.[CH3:14][CH:15]([CH3:31])[C:16]([NH:18][C:19]1[CH:24]=[CH:23][CH:22]=[C:21]([CH:25]2[CH2:30][CH2:29][NH:28][CH2:27][CH2:26]2)[CH:20]=1)=[O:17]>>[Cl:1][C:2]1[CH:7]=[CH:6][C:5]([O:8][CH2:9][C@H:10]([CH3:13])[CH2:11][N:28]2[CH2:29][CH2:30][CH:25]([C:21]3[CH:20]=[C:19]([NH:18][C:16](=[O:17])[CH:15]([CH3:14])[CH3:31])[CH:24]=[CH:23][CH:22]=3)[CH2:26][CH2:27]2)=[CH:4][CH:3]=1. Reported procedure: Prepared by Procedure G and Scheme B1 using 1-chloro-4-{[(2S)-3-chloro-2-methylpropyl]oxy}benzene and 2-methyl-N-[3-(4-piperidinyl)phenyl]propanamide: ESMS m/e: 429.1 (M+H)+.